The task is: describe an organic reaction: reactants, conditions, products, and yield. This data is from the Open Reaction Database (ORD), a public repository of structured organic reaction records. Starting materials: O[C@H](CCN1CCC(CC1)C=1C=C(C=CC1)NC(C(C)C)=O)C1=CC=CC=C1 (N-(3-{1-[(3R)-3-hydroxy-3-phenylpropyl]-4-piperidinyl}phenyl)-2-methylpropanamide), ClC1=CC=C(C=C1)O (4-chlorophenol), C1(=CC=CC=C1)P(C1=CC=CC=C1)C1=CC=CC=C1 (triphenylphosphine), N(=NC(=O)OCC)C(=O)OCC (diethyl azodicarboxylate), N (NH3). The solvent is C1CCOC1 (THF), C(Cl)(Cl)Cl (CHCl3). Reaction conditions: time 3 day. The product is ClC1=CC=C(O[C@@H](CCN2CCC(CC2)C=2C=C(C=CC2)NC(C(C)C)=O)C2=CC=CC=C2)C=C1 (N-(3-{1-[(3S)-3-(4-CHLOROPHENOXY)-3-PHENYLPROPYL]-4-PIPERIDINYL}PHENYL)-2-METHYLPROPANAMIDE). Yield: 26.9%. As a reaction SMILES: [OH:1][C@@H:2]([C:23]1[CH:28]=[CH:27][CH:26]=[CH:25][CH:24]=1)[CH2:3][CH2:4][N:5]1[CH2:10][CH2:9][CH:8]([C:11]2[CH:12]=[C:13]([NH:17][C:18](=[O:22])[CH:19]([CH3:21])[CH3:20])[CH:14]=[CH:15][CH:16]=2)[CH2:7][CH2:6]1.[Cl:29][C:30]1[CH:35]=[CH:34][C:33](O)=[CH:32][CH:31]=1.C1(P(C2C=CC=CC=2)C2C=CC=CC=2)C=CC=CC=1.N(C(OCC)=O)=NC(OCC)=O.N>C1COCC1.C(Cl)(Cl)Cl>[Cl:29][C:30]1[CH:35]=[CH:34][C:33]([O:1][C@H:2]([C:23]2[CH:24]=[CH:25][CH:26]=[CH:27][CH:28]=2)[CH2:3][CH2:4][N:5]2[CH2:10][CH2:9][CH:8]([C:11]3[CH:12]=[C:13]([NH:17][C:18](=[O:22])[CH:19]([CH3:21])[CH3:20])[CH:14]=[CH:15][CH:16]=3)[CH2:7][CH2:6]2)=[CH:32][CH:31]=1. Procedure details: A mixture of N-(3-{1-[(3R)-3-hydroxy-3-phenylpropyl]-4-piperidinyl}phenyl)-2-methylpropanamide (9.53 mg, 0.0250 mmol), 4-chlorophenol (6.40 mg, 0.050 mmol), triphenylphosphine (9.80 mg, 0.0375 mmol) and diethyl azodicarboxylate (5.22 mg, 0.0300 mmol) in THF (1.0 mL) was stirred at room temperature for 3 days. Chromatography using silica preparative TLC plates [2.5% of NH3 (2.0 M in methanol) in CHCl3] gave the desired product (3.3 mg, 26.9% yield) as a thick oil: 1H NMR 67 7.36 (s, 1H), 7.35–7.2... The reactants are CN(CC(=C)C1(CCCC=2C=C(N=CC12)OC)O)C (N,N-dimethyl-N-(2-[5,6,7,8-tetrahydro-8-hydroxy-3-methoxyisoquinol-8-yl]prop-2-en-1-yl)amine), P(=O)(Cl)(Cl)Cl (phosphorous oxychloride). The solvent is N1=CC=CC=C1 (pyridine). Product: CN(CC(=C)C1=CCCC=2C=C(N=CC12)OC)C (N,N-dimethyl-N-(2-[5,6-dihydro-3-methoxyisoquinol-8-yl-]prop-2-en-1-yl)amine). As a reaction SMILES: [CH3:1][N:2]([CH3:19])[CH2:3][C:4]([C:6]1(O)[C:15]2[CH:14]=[N:13][C:12]([O:16][CH3:17])=[CH:11][C:10]=2[CH2:9][CH2:8][CH2:7]1)=[CH2:5].P(Cl)(Cl)(Cl)=O>N1C=CC=CC=1>[CH3:19][N:2]([CH3:1])[CH2:3][C:4]([C:6]1[C:15]2[CH:14]=[N:13][C:12]([O:16][CH3:17])=[CH:11][C:10]=2[CH2:9][CH2:8][CH:7]=1)=[CH2:5]. Procedure: The reaction of the keto group of the 6-alkoxy, and 6-cycloalkoxy 7-aza-1-tetralones with the lithium salt formed by adding butyl lithium to an appropriate halo substituted dimethylaminoalkene affords the corresponding N,N-dimethyl-N-(2-[5,6,7,8-tetrahydro-8-hydroxy-3-alkoxyisoquinol-8-yl]alk2-en-1-yl)amine, or the appropriate cycloalkyloxy derivative. Typically, 7-aza-6-methoxy-1-tetralone is contacted with a solution containing butyl lithium and 2-bromo-3-dimethylaminopropene to yield N,N-dime... Starting materials: Cc1cc(OCc2c(C3CC3)cnn2-c2ccccc2OC(F)(F)F)ccc1NC(=O)OC(C)(C)C, [H-], CI, [Na+], CN(C)C=O. The product is Cc1cc(OCc2c(C3CC3)cnn2-c2ccccc2OC(F)(F)F)ccc1N(C)C(=O)OC(C)(C)C. Reaction SMILES: [C:3]([CH3:4])([CH3:5])([CH3:6])[O:7][C:8]([NH:9][c:10]1[c:11]([CH3:37])[cH:12][c:13]([O:16][CH2:17][c:18]2[n:19](-[c:26]3[c:27]([O:32][C:33]([F:34])([F:35])[F:36])[cH:28][cH:29][cH:30][cH:31]3)[n:20][cH:21][c:22]2[CH:23]2[CH2:24][CH2:25]2)[cH:14][cH:15]1)=[O:38].[H-:1].[I:39][CH3:40].[Na+:2].[O:41]=[CH:42][N:43]([CH3:44])[CH3:45]>>[C:3]([CH3:4])([CH3:5])([CH3:6])[O:7][C:8]([N:9]([c:10]1[c:11]([CH3:37])[cH:12][c:13]([O:16][CH2:17][c:18]2[n:19](-[c:26]3[c:27]([O:32][C:33]([F:34])([F:35])[F:36])[cH:28][cH:29][cH:30][cH:31]3)[n:20][cH:21][c:22]2[CH:23]2[CH2:24][CH2:25]2)[cH:14][cH:15]1)[CH3:40])=[O:38]. RXN SMILES: [Br:1][C:2]1[C:3]([NH2:9])=[C:4]([NH2:8])[CH:5]=[CH:6][CH:7]=1.[Se:10](=O)=O>C(O)C.O>[Br:1][C:2]1[C:3]2[C:4](=[N:8][Se:10][N:9]=2)[CH:5]=[CH:6][CH:7]=1. The reactants are BrC=1C(=C(C=CC1)N)N (3-bromo-1,2-diaminobenzene), [Se](=O)=O (selenium dioxide). Reported procedure: The specific preparation is described as follows: refluxing 3-bromo-1,2-diaminobenzene in ethanol solution, then adding into selenium dioxide dissolved in hot water, after that, refluxing for 2 hours. The precipitation is recrystallized with ethyl acetate after being filtered to get 4-bromo-2,1,3-benzoselenadiazole finally. The solvent is C(C)O (ethanol), O (water). Yields the product BrC1=CC=CC2=N[Se]N=C21 (4-bromo-2,1,3-benzoselenadiazole). Starting materials: BrC1=CC=C(C=C1)C(=O)C(=O)C1=CC=C(C=C1)Br (4,4′-dibromobenzil), C1(=CC=CC=C1)C#C (phenylacetylene). The reagents and catalysts are Cl[Pd]([P](C1=CC=CC=C1)(C2=CC=CC=C2)C3=CC=CC=C3)([P](C4=CC=CC=C4)(C5=CC=CC=C5)C6=CC=CC=C6)Cl ((PPh3)2PdCl2), [Cu]I (CuI). The solvent is C(C)NCC (diethylamine). Yields the product C1(=CC=CC=C1)C#CC1=CC=C(C=C1)C(=O)C(=O)C1=CC=C(C=C1)C#CC1=CC=CC=C1 (4,4′-Bis(phenylethynyl)benzil). RXN SMILES: Br[C:2]1[CH:7]=[CH:6][C:5]([C:8]([C:10]([C:12]2[CH:17]=[CH:16][C:15](Br)=[CH:14][CH:13]=2)=[O:11])=[O:9])=[CH:4][CH:3]=1.[C:19]1([C:25]#[CH:26])[CH:24]=[CH:23][CH:22]=[CH:21][CH:20]=1>C(NCC)C.Cl[Pd](Cl)([P](C1C=CC=CC=1)(C1C=CC=CC=1)C1C=CC=CC=1)[P](C1C=CC=CC=1)(C1C=CC=CC=1)C1C=CC=CC=1.[Cu]I>[C:19]1([C:25]#[C:26][C:2]2[CH:7]=[CH:6][C:5]([C:8]([C:10]([C:12]3[CH:17]=[CH:16][C:15]([C:10]#[C:8][C:5]4[CH:6]=[CH:7][CH:2]=[CH:3][CH:4]=4)=[CH:14][CH:13]=3)=[O:11])=[O:9])=[CH:4][CH:3]=2)[CH:24]=[CH:23][CH:22]=[CH:21][CH:20]=1 |^1:34,53|. Reported procedure: A solution of 4,4′-dibromobenzil (15.8 g, 0.0431 mol), phenylacetylene (5.06 g, 0.0495 mol), (PPh3)2PdCl2 (0.151 g, 0.0002 mol) and CuI (0.820 g, 0.0043 mol) in diethylamine (150 mL) is heated at reflux overnight. The reaction mixture is concentrated to dryness, then taken up in CH2Cl2 (150 mL), washed with 1 M HCl, 10 percent Na2CO3/H2O, brine and dried (Na2SO4), then concentrated. Crystallization from 2-propanol gives 7.92 g (45 percent) as a light tan solid, mp 168° C. to 170° C. 1H NMR (CDCl... Starting materials: CS(=O)(=O)c1ncc(C(=O)Nc2ccc(F)cc2F)c(Nc2ccc(Oc3ccnc(C(N)=O)c3)c(F)c2)n1, C1COCCN1, C1CCOC1. The product is NC(=O)c1cc(Oc2ccc(Nc3nc(N4CCOCC4)ncc3C(=O)Nc3ccc(F)cc3F)cc2F)ccn1. RXN SMILES: [C:1]([NH2:2])(=[O:3])[c:4]1[n:5][cH:6][cH:7][c:8]([O:10][c:11]2[c:12]([F:39])[cH:13][c:14]([NH:17][c:18]3[n:19][c:20]([S:35]([CH3:36])(=[O:37])=[O:38])[n:21][cH:22][c:23]3[C:24](=[O:25])[NH:26][c:27]3[c:28]([F:34])[cH:29][c:30]([F:33])[cH:31][cH:32]3)[cH:15][cH:16]2)[cH:9]1.[CH2:40]1[CH2:41][O:42][CH2:43][CH2:44][NH:45]1.[CH2:46]1[O:47][CH2:48][CH2:49][CH2:50]1>>[C:1]([NH2:2])(=[O:3])[c:4]1[n:5][cH:6][cH:7][c:8]([O:10][c:11]2[c:12]([F:39])[cH:13][c:14]([NH:17][c:18]3[n:19][c:20]([N:45]4[CH2:40][CH2:41][O:42][CH2:43][CH2:44]4)[n:21][cH:22][c:23]3[C:24](=[O:25])[NH:26][c:27]3[c:28]([F:34])[cH:29][c:30]([F:33])[cH:31][cH:32]3)[cH:15][cH:16]2)[cH:9]1.